This data is from the Open Reaction Database (ORD), a public repository of structured organic reaction records. The task is: describe an organic reaction: reactants, conditions, products, and yield Starting materials: CC1=NC(=CC=C1C=1C=C2C=CC(=CC2=CC1)CCOS(=O)(=O)C)C (Methanesulfonic acid 2-[6-(2,6-dimethyl-pyridin-3-yl)-naphthalen-2-yl]-ethyl ester), CC1=NC(=CC=C1C=1C=C2C=CC(=CC2=CC1)CCO)C (2-[6-(2,6-dimethyl-pyridin-3-yl)-naphthalen-2-yl]-ethanol). Product: OCCC=1C=C2C=CC(=CC2=CC1)C1=CC=C(C#N)C=C1 (4-[6-(2-hydroxy-ethyl)-naphthalen-2-yl]-benzonitrile). Yield: 97.0%. As a reaction SMILES: [CH3:1][C:2]1C(C2C=C3C(=CC=2)C=C(CCOS(C)(=O)=O)C=C3)=CC=C(C)[N:3]=1.[CH3:26][C:27]1[C:32]([C:33]2[CH:34]=[C:35]3[C:40](=[CH:41][CH:42]=2)[CH:39]=[C:38]([CH2:43][CH2:44][OH:45])[CH:37]=[CH:36]3)=[CH:31][CH:30]=C(C)N=1>>[OH:45][CH2:44][CH2:43][C:38]1[CH:37]=[C:36]2[C:41](=[CH:40][CH:39]=1)[CH:42]=[C:33]([C:32]1[CH:31]=[CH:30][C:1]([C:2]#[N:3])=[CH:26][CH:27]=1)[CH:34]=[CH:35]2. Procedure details: Methanesulfonic acid 2-[6-(2,6-dimethyl-pyridin-3-yl)-naphthalen-2-yl]-ethyl ester The compound was prepared by the method in Example 3B substituting 2-[6-(2,6-dimethyl-pyridin-3-yl)-naphthalen-2-yl]-ethanol in place of 4-[6-(2-hydroxy-ethyl)-naphthalen-2-yl]-benzonitrile (0.9763 g, 97% yield). 1H NMR (CD3OD, 300 MHz), δ 8.09–8.05 (m, 1H), 7.99–7.87 (m, 2H), 7.82–7.79 (m, 1H), 7.66–7.62 (m, 1H), 7.53–7.44 (m, 2H), 7.22–7.13 (m, 1H), 4.57–4.52 (t, J=7.5 Hz, 2H), 4.08 (s, 3H), 3.27–3.19 (t, J=7.5 ... Starting materials: CC(=O)c1ccc2cc(Br)ccc2c1, [O-]Cl, ClC(Cl)Cl, [Na+], [Na+], O, O=S([O-])O. The product is O=C(O)c1ccc2cc(Br)ccc2c1. As a reaction SMILES: [C:1]([CH3:2])(=[O:3])[c:4]1[cH:5][c:6]2[cH:7][cH:8][c:9]([Br:14])[cH:10][c:11]2[cH:12][cH:13]1.[Cl:15][O-:16].[Cl:23][CH:24]([Cl:25])[Cl:26].[Na+:17].[Na+:22].[OH2:27].[S:18]([O-:19])(=[O:20])[OH:21]>>[C:1]([OH:3])([c:4]1[cH:5][c:6]2[cH:7][cH:8][c:9]([Br:14])[cH:10][c:11]2[cH:12][cH:13]1)=[O:19]. Reactants: COC(C(N1C(CN=C(C2=C1C=CC(=C2)Cl)C2=CC=CC=C2)=O)(C)C)=O (7-chloro-α,α-dimethyl-2,3-dihydro-2-oxo-5-phenyl-1H-1,4-benzodiazepin-1-acetic acid methyl ester), P12(=S)SP3(=S)SP(=S)(S1)SP(=S)(S2)S3 (phosphorus pentasulfide), N1=CC=CC=C1 (pyridine). The solvent is C(Cl)Cl.O (methylene chloride water). Product: COC(C(N1C(CN=C(C2=C1C=CC(=C2)Cl)C2=CC=CC=C2)=S)(C)C)=O (7-chloro-α,α-dimethyl-2,3-dihydro-2-thioxo-5-phenyl-1H-1,4-benzodiazepin-1-acetic acid methyl ester). Reaction SMILES: [CH3:1][O:2][C:3](=[O:26])[C:4]([CH3:25])([CH3:24])[N:5]1[C:11]2[CH:12]=[CH:13][C:14]([Cl:16])=[CH:15][C:10]=2[C:9]([C:17]2[CH:22]=[CH:21][CH:20]=[CH:19][CH:18]=2)=[N:8][CH2:7][C:6]1=O.P12(SP3(SP(SP(S3)(S1)=S)(=S)S2)=S)=[S:28].N1C=CC=CC=1>C(Cl)Cl.O>[CH3:1][O:2][C:3](=[O:26])[C:4]([CH3:25])([CH3:24])[N:5]1[C:11]2[CH:12]=[CH:13][C:14]([Cl:16])=[CH:15][C:10]=2[C:9]([C:17]2[CH:22]=[CH:21][CH:20]=[CH:19][CH:18]=2)=[N:8][CH2:7][C:6]1=[S:28] |f:3.4|. Reported procedure: A mixture of 0.01 mole of 7-chloro-α,α-dimethyl-2,3-dihydro-2-oxo-5-phenyl-1H-1,4-benzodiazepin-1-acetic acid methyl ester, 0.0105 mole of phosphorus pentasulfide and 100 ml. of pyridine is heated under reflux for about 24 hours. The mixture is evaporated and the residue thus obtained is dissolved in methylene chloride-water. The organic layer is separated, washed with saturated sodium bicarbonate solution, dried over anhydrous magnesium sulfate and evaporated to remove the solvent. The residue ... As a reaction SMILES: [Br-:17].[CH2:1]([CH3:2])[C:3]1=[N:4][C:5]2([NH:6][C:7]([CH3:9])([CH2:10][CH3:11])[CH2:8]1)[CH2:12][CH2:13][CH2:14][CH2:15][CH2:16]2.[CH3:20][OH:21].[NH4+:18].[OH2:19]>>[CH:1]1([CH3:2])[C:3](=[O:19])[CH2:8][C:7]([CH3:9])([CH2:10][CH3:11])[NH:6][C:5]12[CH2:12][CH2:13][CH2:14][CH2:15][CH2:16]2. Reactants: [Br-], CCC1=NC2(CCCCC2)NC(C)(CC)C1, CO, [NH4+], O. Product: CCC1(C)CC(=O)C(C)C2(CCCCC2)N1.